This data is from the Open Reaction Database (ORD), a public repository of structured organic reaction records. The task is: describe an organic reaction: reactants, conditions, products, and yield Reactants: [Br-], [Br-], [Br-], CCCC[N+](CCCC)(CCCC)CCCC, CCCC[N+](CCCC)(CCCC)CCCC, CCCC[N+](CCCC)(CCCC)CCCC, ClCCl, CO, CC(=O)c1ccc(Cl)c(F)c1. The product is O=C(CBr)c1ccc(Cl)c(F)c1. RXN SMILES: [Br-:12].[Br-:13].[Br-:14].[CH2:15]([N+:16]([CH2:17][CH2:18][CH2:19][CH3:20])([CH2:21][CH2:22][CH2:23][CH3:24])[CH2:25][CH2:26][CH2:27][CH3:28])[CH2:29][CH2:30][CH3:31].[CH2:32]([N+:33]([CH2:34][CH2:35][CH2:36][CH3:37])([CH2:38][CH2:39][CH2:40][CH3:41])[CH2:42][CH2:43][CH2:44][CH3:45])[CH2:46][CH2:47][CH3:48].[CH2:49]([N+:50]([CH2:51][CH2:52][CH2:53][CH3:54])([CH2:55][CH2:56][CH2:57][CH3:58])[CH2:59][CH2:60][CH2:61][CH3:62])[CH2:63][CH2:64][CH3:65].[CH2:68]([Cl:69])[Cl:70].[CH3:66][OH:67].[Cl:1][c:2]1[c:3]([F:11])[cH:4][c:5]([C:8]([CH3:9])=[O:10])[cH:6][cH:7]1>>[Cl:1][c:2]1[c:3]([F:11])[cH:4][c:5]([C:8]([CH2:9][Br:12])=[O:10])[cH:6][cH:7]1. Reactants: C(C1=CC=CC=C1)(=O)C1=C(C2=C(S1)C=CC=C2)O (2-benzoyl-benzo[b]thiophen-3-ol), C1(CC1)N (cyclopropylamine), petroleum ether ethyl acetate. Product: C1(CC1)N\C(=C\1/C(C2=C(S1)C=CC=C2)=O)\C2=CC=CC=C2 ((E)-2-{[(Cyclopropyl)amino]phenylmethylene}-benzo[b]thiophen-3(2H)-one). The yield is 25.0%. Reaction SMILES: [C:1]([C:9]1[S:13][C:12]2[CH:14]=[CH:15][CH:16]=[CH:17][C:11]=2[C:10]=1[OH:18])(=O)[C:2]1[CH:7]=[CH:6][CH:5]=[CH:4][CH:3]=1.[CH:19]1([NH2:22])[CH2:21][CH2:20]1>>[CH:19]1([NH:22]/[C:1](/[C:2]2[CH:7]=[CH:6][CH:5]=[CH:4][CH:3]=2)=[C:9]2\[C:10](=[O:18])[C:11]3[CH:17]=[CH:16][CH:15]=[CH:14][C:12]=3[S:13]\2)[CH2:21][CH2:20]1. Procedure details: Prepared as in Example 31 with a yield of 25% of theory from 2-benzoyl-benzo[b]thiophen-3-ol and cyclopropylamine. Egg-yellow crystals, m.p. 131°-132° C. (petroleum ether/ethyl acetate 1:1). The reactants are N1CCNCC1 (piperazine), BrC1=NC=C(C=C1)OC (2-bromo-5-methoxypyridine). The product is COC=1C=CC(=NC1)N1CCNCC1 (1-(5-Methoxypyridin-2-yl)piperazine). Yield: 25.0%. Reaction SMILES: [NH:1]1[CH2:6][CH2:5][NH:4][CH2:3][CH2:2]1.Br[C:8]1[CH:13]=[CH:12][C:11]([O:14][CH3:15])=[CH:10][N:9]=1>>[CH3:15][O:14][C:11]1[CH:12]=[CH:13][C:8]([N:1]2[CH2:6][CH2:5][NH:4][CH2:3][CH2:2]2)=[N:9][CH:10]=1. Procedure: This compound was synthesized from piperazine and 2-bromo-5-methoxypyridine as described for example 39 step 1 (130 mg, yield 25%) as pale yellow liquid. 1H NMR (300 MHz, DMSO-d6) δ 7.87-7.86 (d, J=2.9 Hz, 1H), 7.27-7.23 (dd, J=9.1 Hz, 3.2 Hz, 1H), 6.80-6.77 (d, J=9.2 Hz, 1H), 3.71 (s, 3H), 3.32-3.28 (m, 4H), 2.86-2.83 (m, 4H). MS (ESI) m/z: Calculated for C10H15N3O: 193.12. found: 193.9 (M+H)+ Starting materials: BrC1C(C=2C=CC3=CC=CC=C3C2CC1)=O (2-bromo-1,2,3,4-tetrahydrophenanthren-1-one), Cl.N1C=NC(=C1)CC(=S)N (4-imidazolylthioacetamide hydrochloride). Yields the product N1C=NC(=C1)CC=1SC2=C(N1)C=1C=CC=3C=CC=CC3C1CC2 (2-(4-Imidazolylmethyl)-10,11-dihydrophenanthro[1,2-d]thiazole). RXN SMILES: Br[CH:2]1[CH2:15][CH2:14][C:13]2[C:12]3[C:7](=[CH:8][CH:9]=[CH:10][CH:11]=3)[CH:6]=[CH:5][C:4]=2[C:3]1=O.Cl.[NH:18]1[CH:22]=[C:21]([CH2:23][C:24]([NH2:26])=[S:25])[N:20]=[CH:19]1>>[NH:18]1[CH:22]=[C:21]([CH2:23][C:24]2[S:25][C:2]3[CH2:15][CH2:14][C:13]4[C:12]5[CH:11]=[CH:10][CH:9]=[CH:8][C:7]=5[CH:6]=[CH:5][C:4]=4[C:3]=3[N:26]=2)[N:20]=[CH:19]1 |f:1.2|. Reported procedure: Starting compounds: 2-bromo-1,2,3,4-tetrahydrophenanthren-1-one, 4-imidazolylthioacetamide hydrochloride